Dataset: the Open Reaction Database (ORD), a public repository of structured organic reaction records. Task: describe an organic reaction: reactants, conditions, products, and yield Reactants: O=S(=O)(Cl)c1ccc(C(F)(F)F)cc1, NC1CCC(O)CC1. The product is O=S(=O)(NC1CCC(O)CC1)c1ccc(C(F)(F)F)cc1. As a reaction SMILES: [F:9][C:10]([c:11]1[cH:12][cH:13][c:14]([S:17](=[O:18])(=[O:19])[Cl:20])[cH:15][cH:16]1)([F:21])[F:22].[NH2:1][CH:2]1[CH2:3][CH2:4][CH:5]([OH:8])[CH2:6][CH2:7]1>>[NH:1]([CH:2]1[CH2:3][CH2:4][CH:5]([OH:8])[CH2:6][CH2:7]1)[S:17]([c:14]1[cH:13][cH:12][c:11]([C:10]([F:9])([F:21])[F:22])[cH:16][cH:15]1)(=[O:18])=[O:19].